From a dataset of the Open Reaction Database (ORD), a public repository of structured organic reaction records. describe an organic reaction: reactants, conditions, products, and yield The reactants are FC=1C=C(C=C(C1F)F)CN ((3,4,5-trifluorophenyl)methanamine), ClC1=NC(N2C(N(CCC2)C)=C1)=O (8-chloro-1-methyl-3,4-dihydro-1H-pyrimido[1,6-a]pyrimidin-6(2H)-one). Product: CN1C=2N(CCC1)C(N=C(C2)NCC2=CC(=C(C(=C2)F)F)F)=O (1-Methyl-8-(3,4,5-trifluoro-benzylamino)-1,2,3,4-tetrahydro-pyrimido[1,6-a]pyrimidin-6-one). RXN SMILES: [F:1][C:2]1[CH:3]=[C:4]([CH2:10][NH2:11])[CH:5]=[C:6]([F:9])[C:7]=1[F:8].Cl[C:13]1[CH:23]=[C:17]2[N:18]([CH3:22])[CH2:19][CH2:20][CH2:21][N:16]2[C:15](=[O:24])[N:14]=1>>[CH3:22][N:18]1[CH2:19][CH2:20][CH2:21][N:16]2[C:15](=[O:24])[N:14]=[C:13]([NH:11][CH2:10][C:4]3[CH:3]=[C:2]([F:1])[C:7]([F:8])=[C:6]([F:9])[CH:5]=3)[CH:23]=[C:17]12. Reported procedure: The title compound or its salt was prepared by a procedure similar to that described for E59 starting from (3,4,5-trifluorophenyl)methanamine and 8-chloro-1-methyl-3,4-dihydro-1H-pyrimido[1,6-a]pyrimidin-6(2H)-one. Starting materials: CCN=C=NCCCN(C)C, CCN(C(C)C)C(C)C, Cl, Cl, O=C(O)c1cc(-c2cccc(F)c2)on1, CC(=O)c1cccc(F)c1, NCC(=O)N1CCC(Oc2cccc(C(F)(F)F)c2)CC1, CN(C)C=O, O, On1nnc2ccccc21. Product: O=C(NCC(=O)N1CCC(Oc2cccc(C(F)(F)F)c2)CC1)c1cc(-c2cccc(F)c2)on1. RXN SMILES: [CH3:45][CH2:46][N:47]=[C:48]=[N:49][CH2:50][CH2:51][CH2:52][N:53]([CH3:54])[CH3:55].[CH:1]([N:2]([CH2:3][CH3:4])[CH:5]([CH3:6])[CH3:7])([CH3:8])[CH3:9].[ClH:56].[ClH:57].[F:10][c:11]1[cH:12][c:13](-[c:17]2[cH:18][c:19]([C:22](=[O:23])[OH:24])[n:20][o:21]2)[cH:14][cH:15][cH:16]1.[F:25][c:26]1[cH:27][c:28]([C:29](=[O:30])[CH3:31])[cH:32][cH:33][cH:34]1.[NH2:58][CH2:59][C:60](=[O:61])[N:62]1[CH2:63][CH2:64][CH:65]([O:68][c:69]2[cH:70][c:71]([C:75]([F:76])([F:77])[F:78])[cH:72][cH:73][cH:74]2)[CH2:66][CH2:67]1.[O:79]=[CH:80][N:81]([CH3:82])[CH3:83].[OH2:84].[OH:35][n:36]1[c:37]2[c:38]([cH:39][cH:40][cH:41][cH:42]2)[n:43][n:44]1>>[F:10][c:11]1[cH:12][c:13](-[c:17]2[cH:18][c:19]([C:22](=[O:24])[NH:58][CH2:59][C:60](=[O:61])[N:62]3[CH2:63][CH2:64][CH:65]([O:68][c:69]4[cH:70][c:71]([C:75]([F:76])([F:77])[F:78])[cH:72][cH:73][cH:74]4)[CH2:66][CH2:67]3)[n:20][o:21]2)[cH:14][cH:15][cH:16]1. Reactants: aqueous solution, NO (hydroxylamine), CC1=NC2=CC=CC=C2C(=C1)COC1=CC=C(C=C1)S(=O)(=O)C=CC=C1CCSCC1 (2-methyl-4-{4-[3-(tetrahydrothiopyran-4-ylidene)-1-propene-1-sulfonyl]phenoxymethyl}quinoline), Example 9 ( 9-1 ), ( 9-2 ). Run in O1CCCC1 (tetrahydrofuran). Conditions: time 54 hour. Product: CC1=NC2=CC=CC=C2C(=C1)COC1=CC=C(C=C1)S(=O)(=O)CC(C=C1CCSCC1)NO (N-{2-[4-(2-methylquinolin-4-ylmethoxy)benzenesulfonyl]-1-(tetrahydrothiopyran-4-ylidenemethyl)ethyl}hydroxylamine). The yield is 63.0%. As a reaction SMILES: [NH2:1][OH:2].[CH3:3][C:4]1[CH:13]=[C:12]([CH2:14][O:15][C:16]2[CH:21]=[CH:20][C:19]([S:22]([CH:25]=[CH:26][CH:27]=[C:28]3[CH2:33][CH2:32][S:31][CH2:30][CH2:29]3)(=[O:24])=[O:23])=[CH:18][CH:17]=2)[C:11]2[C:6](=[CH:7][CH:8]=[CH:9][CH:10]=2)[N:5]=1>O1CCCC1>[CH3:3][C:4]1[CH:13]=[C:12]([CH2:14][O:15][C:16]2[CH:17]=[CH:18][C:19]([S:22]([CH2:25][CH:26]([NH:1][OH:2])[CH:27]=[C:28]3[CH2:33][CH2:32][S:31][CH2:30][CH2:29]3)(=[O:23])=[O:24])=[CH:20][CH:21]=2)[C:11]2[C:6](=[CH:7][CH:8]=[CH:9][CH:10]=2)[N:5]=1. Reported procedure: A 50% aqueous solution of hydroxylamine (2 mL) was added to a solution of 0.18 g (0.40 mmol) of 2-methyl-4-{4-[3-(tetrahydrothiopyran-4-ylidene)-1-propene-1-sulfonyl]phenoxymethyl}quinoline obtained in the same manner as Example 9 (9-1) and (9-2) in tetrahydrofuran (5 mL) at room temperature and stirred for 54 hours. After the reaction was completed, the solvent was removed under a reduced pressure, the residue was extracted with chloroform, and the organic layer was dried over magnesium sulfate...